This data is from the Open Reaction Database (ORD), a public repository of structured organic reaction records. The task is: describe an organic reaction: reactants, conditions, products, and yield The reactants are CC(C)C#N, CCOc1cccc(F)c1, C[Si](C)(C)[N-][Si](C)(C)C, Cc1ccccc1, CCOC(C)=O, Cl, [K+]. The product is CCOc1cccc(C(C)(C)C#N)c1. As a reaction SMILES: [C:21]([CH:22]([CH3:23])[CH3:24])#[N:25].[CH2:1]([CH3:2])[O:3][c:4]1[cH:5][c:6]([F:10])[cH:7][cH:8][cH:9]1.[CH3:11][Si:12]([N-:13][Si:14]([CH3:15])([CH3:16])[CH3:17])([CH3:18])[CH3:19].[CH3:26][c:27]1[cH:28][cH:29][cH:30][cH:31][cH:32]1.[CH3:33][CH2:34][O:35][C:36](=[O:37])[CH3:38].[ClH:39].[K+:20]>>[CH2:1]([CH3:2])[O:3][c:4]1[cH:5][c:6]([C:22]([C:21]#[N:25])([CH3:23])[CH3:24])[cH:7][cH:8][cH:9]1. The reactants are [N+](=O)([O-])C1=CC=CC=2C(C3=CC4=CC=CC=C4C=C3C(C12)=O)=O (1-nitronaphthacene-5,12-dione), C([O-])([O-])=O.[K+].[K+] (potassium carbonate), C1(=CC=CC=C1)O (phenol). Run in CS(=O)C (DMSO). Yields the product O(C1=CC=CC=C1)C1=CC=CC=2C(C3=CC4=CC=CC=C4C=C3C(C12)=O)=O (1-Phenoxy-naphthacene-5,12-dione). RXN SMILES: [N+]([C:4]1[C:21]2[C:20](=[O:22])[C:19]3[C:10](=[CH:11][C:12]4[C:17]([CH:18]=3)=[CH:16][CH:15]=[CH:14][CH:13]=4)[C:9](=[O:23])[C:8]=2[CH:7]=[CH:6][CH:5]=1)([O-])=O.C(=O)([O-])[O-].[K+].[K+].[C:30]1([OH:36])[CH:35]=[CH:34][CH:33]=[CH:32][CH:31]=1>CS(C)=O>[O:36]([C:4]1[C:21]2[C:20](=[O:22])[C:19]3[C:10](=[CH:11][C:12]4[C:17]([CH:18]=3)=[CH:16][CH:15]=[CH:14][CH:13]=4)[C:9](=[O:23])[C:8]=2[CH:7]=[CH:6][CH:5]=1)[C:30]1[CH:35]=[CH:34][CH:33]=[CH:32][CH:31]=1 |f:1.2.3|. Procedure details: 3 g (9.9 mmol) of 1-nitronaphthacene-5,12-dione (Example 42), 2.73 g (19.8 mmol) of potassium carbonate, 1.39 g (14.8 mmol) of phenol and 30 ml of DMSO are stirred at a bath temperature of 100° C. for 6 hours. After cooling, the mixture is partitioned between methylene chloride/dilute hydrochloric acid. The organic phase is separated off, washed with water, dried over sodium sulfate and evaporated. The product is obtained in a pure form by chromatography on silica gel (mobile phase: methylene ch... Reactants: CC(=O)OC(C)=O, CO, O=Cc1cc(O)c2c(c1)N1CC3NC3C(O)(O1)C2CO. Product: CC(=O)N1C2CN3OC(O)(C(CO)c4c(O)cc(C=O)cc43)C21. Reaction SMILES: [CH3:21][C:22](=[O:23])[O:24][C:25](=[O:26])[CH3:27].[CH3:28][OH:29].[OH:1][c:2]1[cH:3][c:4]([CH:19]=[O:20])[cH:5][c:6]2[c:14]1[CH:13]([CH2:15][OH:16])[C:12]1([OH:18])[CH:11]3[CH:9]([CH2:8][N:7]2[O:17]1)[NH:10]3>>[OH:1][c:2]1[cH:3][c:4]([CH:19]=[O:20])[cH:5][c:6]2[c:14]1[CH:13]([CH2:15][OH:16])[C:12]1([OH:18])[CH:11]3[CH:9]([CH2:8][N:7]2[O:17]1)[N:10]3[C:22]([CH3:21])=[O:23].